From a dataset of the Open Reaction Database (ORD), a public repository of structured organic reaction records. describe an organic reaction: reactants, conditions, products, and yield The reactants are COC=1C=C(CN)C=C(C1)OC (3,5-dimethoxy-benzylamine), C(C)OC(=O)C=1C(C2=C(N=C(N=C2)S(=O)(=O)C)N(C1)C1CCCCC1)=O (8-cyclohexyl-2-methanesulfonyl-5-oxo-5,8-dihydro-pyrido[2,3-d]pyrimidine-6-carboxylic acid ethyl ester). Yields the product C(C)OC(=O)C=1C(C2=C(N=C(N=C2)NCC2=CC(=CC(=C2)OC)OC)N(C1)C1CCCCC1)=O (8-Cyclohexyl-5-oxo-2-(3,5-dimethoxy-benzylamino)-5,8-dihydro-pyrido[2,3-d]pyrimidine-6-carboxylic acid ethyl ester), solid. Isolated yield 90.0%. RXN SMILES: [CH3:1][O:2][C:3]1[CH:4]=[C:5]([CH:8]=[C:9]([O:11][CH3:12])[CH:10]=1)[CH2:6][NH2:7].[CH2:13]([O:15][C:16]([C:18]1[C:19](=[O:38])[C:20]2[CH:25]=[N:24][C:23](S(C)(=O)=O)=[N:22][C:21]=2[N:30]([CH:32]2[CH2:37][CH2:36][CH2:35][CH2:34][CH2:33]2)[CH:31]=1)=[O:17])[CH3:14]>>[CH2:13]([O:15][C:16]([C:18]1[C:19](=[O:38])[C:20]2[CH:25]=[N:24][C:23]([NH:7][CH2:6][C:5]3[CH:8]=[C:9]([O:11][CH3:12])[CH:10]=[C:3]([O:2][CH3:1])[CH:4]=3)=[N:22][C:21]=2[N:30]([CH:32]2[CH2:37][CH2:36][CH2:35][CH2:34][CH2:33]2)[CH:31]=1)=[O:17])[CH3:14]. Reported procedure: Using the procedure outlined in Example 28 Step F, the title compound was prepared from 3,5-dimethoxy-benzylamine and 8-cyclohexyl-2-methanesulfonyl-5-oxo-5,8-dihydro-pyrido[2,3-d]pyrimidine-6-carboxylic acid ethyl ester (33 mg, 0.08 mmol). 8-Cyclohexyl-5-oxo-2-(3,5-dimethoxy-benzylamino)-5,8-dihydro-pyrido[2,3-d]pyrimidine-6-carboxylic acid ethyl ester was obtained as a white solid (29 mg, 90%). Mass Spectrum (LCMS, ESI pos.) Calcd. For C25H30N4O5: 467.22 (M+H). Found: 467.2. Reactants: Cl.Cl.N[C@H](C(=O)N1CCC(CC1)O)CC=1C=NC=CC1 ((S)-2-Amino-1-(4-hydroxy-piperidin-1-yl)-3-pyridin-3-yl-propan-1-one dihydrochloride), ClC=1C=C2C=C(NC2=CC1)C(=O)O (5-chloro-1H-indole-2-carboxylic acid). Yields the product OC1CCN(CC1)C([C@H](CC=1C=NC=CC1)NC(=O)C=1NC2=CC=C(C=C2C1)Cl)=O (5-Chloro-1H-indole-2-carboxylic acid [2-(4-hydroxy-piperidin-1-yl)-2-oxo-(1S)-pyridin-3-ylmethyl-ethyl]-amide). Reaction SMILES: Cl.Cl.[NH2:3][C@@H:4]([CH2:14][C:15]1[CH:16]=[N:17][CH:18]=[CH:19][CH:20]=1)[C:5]([N:7]1[CH2:12][CH2:11][CH:10]([OH:13])[CH2:9][CH2:8]1)=[O:6].[Cl:21][C:22]1[CH:23]=[C:24]2[C:28](=[CH:29][CH:30]=1)[NH:27][C:26]([C:31](O)=[O:32])=[CH:25]2>>[OH:13][CH:10]1[CH2:11][CH2:12][N:7]([C:5](=[O:6])[C@@H:4]([NH:3][C:31]([C:26]2[NH:27][C:28]3[C:24]([CH:25]=2)=[CH:23][C:22]([Cl:21])=[CH:30][CH:29]=3)=[O:32])[CH2:14][C:15]2[CH:16]=[N:17][CH:18]=[CH:19][CH:20]=2)[CH2:8][CH2:9]1 |f:0.1.2|. Reported procedure: (S)-2-Amino-1-(4-hydroxy-piperidin-1-yl)-3-pyridin-3-yl-propan-1-one dihydrochloride (0.8 mmol) and 5-chloro-1H-indole-2-carboxylic acid (0.7 mmol) were coupled according to Procedure A (0-25° C. reaction temperature) and the product purified by chromatography on silica gel eluted with 1-16% ethanol in dichloromethane. Yield 26 mg, 8%; HPLC (50/50) 5.02 minutes (99%); PBMS 427/429 (MH+, 100%); The reactants are IC=1C=C(C(=NC1)NCC1=CC(=C(C=C1)OCC=1C=NC(=CC1)OC)OC)[N+](=O)[O-] (5-iodo-N-(3-methoxy-4-((6-methoxypyridin-3-yl)methoxy)benzyl)-3-nitropyridin-2-amine). The reagents and catalysts are [Fe] (iron). The solvent is C(C)(=O)O (acetic acid), C(C)(=O)OCC (ethyl acetate). Reaction conditions: temperature 85 celsius. Yields the product IC=1C=C(C(=NC1)NCC1=CC(=C(C=C1)OCC=1C=NC(=CC1)OC)OC)N (5-iodo-N2-(3-methoxy-4-((6-methoxypyridin-3-yl)methoxy)benzyl)pyridine-2,3-diamine). The yield is 84.4%. As a reaction SMILES: [I:1][C:2]1[CH:3]=[C:4]([N+:28]([O-])=O)[C:5]([NH:8][CH2:9][C:10]2[CH:15]=[CH:14][C:13]([O:16][CH2:17][C:18]3[CH:19]=[N:20][C:21]([O:24][CH3:25])=[CH:22][CH:23]=3)=[C:12]([O:26][CH3:27])[CH:11]=2)=[N:6][CH:7]=1>C(O)(=O)C.C(OCC)(=O)C.[Fe]>[I:1][C:2]1[CH:3]=[C:4]([NH2:28])[C:5]([NH:8][CH2:9][C:10]2[CH:15]=[CH:14][C:13]([O:16][CH2:17][C:18]3[CH:19]=[N:20][C:21]([O:24][CH3:25])=[CH:22][CH:23]=3)=[C:12]([O:26][CH3:27])[CH:11]=2)=[N:6][CH:7]=1. Procedure details: To a stirred suspension of 5-iodo-N-(3-methoxy-4-((6-methoxypyridin-3-yl)methoxy)benzyl)-3-nitropyridin-2-amine (14.67 g, 28.09 mmol) in acetic acid (130 mL) was added iron powder (10.98 g, 196.6 mmol). The bright yellow mixture was warmed to ˜85° C. After 15 min of heating, the reaction mixture became a gray-brown suspension and was allowed to cool to room temperature. The mixture was diluted with ethyl acetate (400 mL), and the thick mixture was filtered through Celite with the aid of addition... Yields the product C(C)NC1=C(C=C(C=C1)N1C(C2=CC=C(C=C2C1=O)C(=O)O)=O)C=1OC2=C(N1)C=C(C=C2)C2=CC=CC=C2 (2-[4-Ethylamino-3-(5-phenylbenzoxazol-2-yl)phenyl]-1,3-dioxo-2,3-dihydro-1H-isoindole-5-carboxylic acid). The reactants are NC=1C=CC(=C(C1)C=1OC2=C(N1)C=C(C=C2)C2=CC=CC=C2)NCC (2-(5-amino-2-ethylaminophenyl)-5-phenylbenzoxazole), C1=CC2=C(C=C1C(=O)O)C(=O)OC2=O (1,2,4-benzenetricarboxylic anhydride). Reported procedure: Prepared by the method of Example 1b), from 2-(5-amino-2-ethylaminophenyl)-5-phenylbenzoxazole (158 mg, 0.48 mmol) and 1,2,4-benzenetricarboxylic anhydride (92 mg, 0.48 mmol) the title compound was obtained (154 mg, 64%). 1H NMR (DMSO) δ 8.42(m, 2H), 8.31(s, 1H), 8.14(d, 1H), 8.07(m, 2H), 7.83(d, 1H), 7.74(m, 3H), 7.50(m, 3H), 7.39(t, 1H), 7.04(d, 1H), 3.48(q, 2H), 1.39(t, 3H). MS 504 m/z (M+H)+. As a reaction SMILES: [NH2:1][C:2]1[CH:3]=[CH:4][C:5]([NH:23][CH2:24][CH3:25])=[C:6]([C:8]2[O:9][C:10]3[CH:16]=[CH:15][C:14]([C:17]4[CH:22]=[CH:21][CH:20]=[CH:19][CH:18]=4)=[CH:13][C:11]=3[N:12]=2)[CH:7]=1.[CH:26]1[C:31]([C:32]([OH:34])=[O:33])=[CH:30][C:29]2[C:35]([O:37][C:38](=O)[C:28]=2[CH:27]=1)=[O:36]>>[CH2:24]([NH:23][C:5]1[CH:4]=[CH:3][C:2]([N:1]2[C:35](=[O:36])[C:29]3[C:28](=[CH:27][CH:26]=[C:31]([C:32]([OH:34])=[O:33])[CH:30]=3)[C:38]2=[O:37])=[CH:7][C:6]=1[C:8]1[O:9][C:10]2[CH:16]=[CH:15][C:14]([C:17]3[CH:22]=[CH:21][CH:20]=[CH:19][CH:18]=3)=[CH:13][C:11]=2[N:12]=1)[CH3:25]. Reactants: CCc1nc2c(C)cc(C)nc2n1-c1ccc(CCNC(=O)NS(=O)(=O)c2ccc(C)cc2)cc1, C1CCOC1, CC(C)[N-]C(C)C, [Li+], O=P([O-])([O-])[O-]. Yields the product CCc1nc2c(C)cc(C)nc2n1-c1ccc(CCNC(=O)N(C)S(=O)(=O)c2ccc(C)cc2)cc1. Reaction SMILES: [CH2:1]([CH3:2])[c:3]1[n:4][c:5]2[c:6]([n:7][c:8]([CH3:12])[cH:9][c:10]2[CH3:11])[n:13]1-[c:14]1[cH:15][cH:16][c:17]([CH2:20][CH2:21][NH:22][C:23](=[O:24])[NH:25][S:26](=[O:27])(=[O:28])[c:29]2[cH:30][cH:31][c:32]([CH3:35])[cH:33][cH:34]2)[cH:18][cH:19]1.[CH2:49]1[O:50][CH2:51][CH2:52][CH2:53]1.[CH:36]([N-:37][CH:38]([CH3:39])[CH3:40])([CH3:41])[CH3:42].[Li+:43].[O-:44][P:45](=[O:46])([O-:47])[O-:48]>>[CH2:1]([CH3:2])[c:3]1[n:4][c:5]2[c:6]([n:7][c:8]([CH3:12])[cH:9][c:10]2[CH3:11])[n:13]1-[c:14]1[cH:15][cH:16][c:17]([CH2:20][CH2:21][NH:22][C:23](=[O:24])[N:25]([S:26](=[O:27])(=[O:28])[c:29]2[cH:30][cH:31][c:32]([CH3:35])[cH:33][cH:34]2)[CH3:36])[cH:18][cH:19]1. Reactants: CC(C)(C)OC(=O)N1CCC(O)CC1, O=C(OCc1ccccc1)N1CCN(c2ccccc2O)CC1, C1CCOC1, CC(C)OC(=O)N=NC(=O)OC(C)C, c1ccc(P(c2ccccc2)c2ccccc2)cc1. Yields the product CC(C)(C)OC(=O)N1CCC(Oc2ccccc2N2CCN(C(=O)OCc3ccccc3)CC2)CC1. RXN SMILES: [C:38]([CH3:39])([CH3:40])([CH3:41])[O:42][C:43](=[O:44])[N:45]1[CH2:46][CH2:47][CH:48]([OH:51])[CH2:49][CH2:50]1.[CH2:15]([c:16]1[cH:17][cH:18][cH:19][cH:20][cH:21]1)[O:22][C:23](=[O:24])[N:25]1[CH2:26][CH2:27][N:28]([c:31]2[c:32]([OH:37])[cH:33][cH:34][cH:35][cH:36]2)[CH2:29][CH2:30]1.[CH2:71]1[O:72][CH2:73][CH2:74][CH2:75]1.[O:1]=[C:2]([O:3][CH:4]([CH3:5])[CH3:6])[N:7]=[N:8][C:9]([O:10][CH:11]([CH3:12])[CH3:13])=[O:14].[c:52]1([P:53]([c:54]2[cH:55][cH:56][cH:57][cH:58][cH:59]2)[c:60]2[cH:61][cH:62][cH:63][cH:64][cH:65]2)[cH:66][cH:67][cH:68][cH:69][cH:70]1>>[CH2:15]([c:16]1[cH:17][cH:18][cH:19][cH:20][cH:21]1)[O:22][C:23](=[O:24])[N:25]1[CH2:26][CH2:27][N:28]([c:31]2[c:32]([O:37][CH:48]3[CH2:47][CH2:46][N:45]([C:43]([O:42][C:38]([CH3:39])([CH3:40])[CH3:41])=[O:44])[CH2:50][CH2:49]3)[cH:33][cH:34][cH:35][cH:36]2)[CH2:29][CH2:30]1. The reactants are S(=O)(Cl)Cl (thionyl chloride), S(=O)(=O)(O)CC1=CC=C(C=C1)CC(=O)O (p-sulfomethylphenylacetic acid). The solvent is CCOCC (ether). Reported procedure: To a solution of thionyl chloride in 20 ml of anhydrous ether is added p-sulfomethylphenylacetic acid. The mixture is stirred at room temperature until gas evolution ceases. Two drops of dimethylformamide is added, and the resulting mixture is stirred at 40° C. for 2.5 hours. The title compound is obtained after filtration and evaporation of the reaction mixture. The infrared spectrum of the product shows a characteristic acid chloride absorption at 1830 cm-1 whereas the starting acid shows a ca... Reagents/catalysts: CN(C=O)C (dimethylformamide). RXN SMILES: S(Cl)([Cl:3])=O.[S:5]([CH2:9][C:10]1[CH:15]=[CH:14][C:13]([CH2:16][C:17]([OH:19])=O)=[CH:12][CH:11]=1)([OH:8])(=[O:7])=[O:6]>CCOCC.CN(C)C=O>[S:5]([CH2:9][C:10]1[CH:15]=[CH:14][C:13]([CH2:16][C:17]([Cl:3])=[O:19])=[CH:12][CH:11]=1)([OH:8])(=[O:7])=[O:6]. The product is S(=O)(=O)(O)CC1=CC=C(C=C1)CC(=O)Cl (p-Sulfomethylphenylacetyl Chloride). Product: CCc1ccccc1-c1nc(C(=O)Nc2ccc(N(C)CCOC)nc2)c(C(F)(F)F)o1. Reactants: CCc1ccccc1-c1nc(C(=O)O)c(C(F)(F)F)o1, COCCN(C)c1ccc(N)cn1. Reaction SMILES: [CH2:1]([CH3:2])[c:3]1[c:4](-[c:9]2[o:10][c:11]([C:17]([F:18])([F:19])[F:20])[c:12]([C:14](=[O:15])[OH:16])[n:13]2)[cH:5][cH:6][cH:7][cH:8]1.[CH3:21][O:22][CH2:23][CH2:24][N:25]([c:26]1[n:27][cH:28][c:29]([NH2:32])[cH:30][cH:31]1)[CH3:33]>>[CH2:1]([CH3:2])[c:3]1[c:4](-[c:9]2[o:10][c:11]([C:17]([F:18])([F:19])[F:20])[c:12]([C:14](=[O:16])[NH:32][c:29]3[cH:28][n:27][c:26]([N:25]([CH2:24][CH2:23][O:22][CH3:21])[CH3:33])[cH:31][cH:30]3)[n:13]2)[cH:5][cH:6][cH:7][cH:8]1. The reactants are O=C(Cl)c1cccnc1, O=C1c2ccccc2CC2(c3ccc(Cl)cc3)NCCN12. The product is O=C(c1cccnc1)N1CCN2C(=O)c3ccccc3CC12c1ccc(Cl)cc1. As a reaction SMILES: [C:1]([c:2]1[cH:3][n:4][cH:5][cH:6][cH:7]1)(=[O:8])[Cl:9].[Cl:10][c:11]1[cH:12][cH:13][c:14]([C:17]23[N:18]([C:19](=[O:27])[c:20]4[cH:21][cH:22][cH:23][cH:24][c:25]4[CH2:26]2)[CH2:28][CH2:29][NH:30]3)[cH:15][cH:16]1>>[C:1]([c:2]1[cH:3][n:4][cH:5][cH:6][cH:7]1)(=[O:8])[N:30]1[C:17]2([c:14]3[cH:13][cH:12][c:11]([Cl:10])[cH:16][cH:15]3)[N:18]([C:19](=[O:27])[c:20]3[cH:21][cH:22][cH:23][cH:24][c:25]3[CH2:26]2)[CH2:28][CH2:29]1. The reactants are C(C)OC(C(C(C)N(C1CC1)C1=NC(=NC=C1[N+](=O)[O-])Cl)C)=O ((rac)-3-[(2-chloro-5-nitro-pyrimidin-4-yl)-cyclopropyl-amino]-2-methyl-butanoic acid ethyl ester), [H][H] (hydrogen). The reagents and catalysts are [Pd] (palladium on carbon). The solvent is C(C)(=O)OCC (ethyl acetate). Product: C(C)OC(C(C(C)N(C1CC1)C1=NC(=NC=C1N)Cl)C)=O ((rac)-3-[(5-amino-2-chloro-pyrimidin-4-yl)-cyclopropyl-amino]-2-methyl-butanoic acid ethyl ester). The yield is 72.5%. As a reaction SMILES: [CH2:1]([O:3][C:4](=[O:23])[CH:5]([CH3:22])[CH:6]([N:8]([C:12]1[C:17]([N+:18]([O-])=O)=[CH:16][N:15]=[C:14]([Cl:21])[N:13]=1)[CH:9]1[CH2:11][CH2:10]1)[CH3:7])[CH3:2].[H][H]>C(OCC)(=O)C.[Pd]>[CH2:1]([O:3][C:4](=[O:23])[CH:5]([CH3:22])[CH:6]([N:8]([C:12]1[C:17]([NH2:18])=[CH:16][N:15]=[C:14]([Cl:21])[N:13]=1)[CH:9]1[CH2:11][CH2:10]1)[CH3:7])[CH3:2]. Procedure: A mixture of 1.02 g (0.003 mole) of (rac)-3-[(2-chloro-5-nitro-pyrimidin-4-yl)-cyclopropyl-amino]-2-methyl-butanoic acid ethyl ester (IV-46) in 30 mL of ethyl acetate and 0.5 g of 5% palladium on carbon catalyst was stirred under an atmosphere of hydrogen until hydrogen uptake was complete. The mixture was filtered through a pad of Celite, washing the filter pad with dichloromethane. Concentration of the filtrate under reduced pressure gave 0.68 g of (rac)-3-[(5-amino-2-chloro-pyrimidin-4-yl)-cy...